Dataset: the Open Reaction Database (ORD), a public repository of structured organic reaction records. Task: describe an organic reaction: reactants, conditions, products, and yield Product: BrC1=CC(=C(C(=O)Cl)C=C1)Cl (4-bromo-2-chloro-benzoyl chloride). Procedure details: 4-Bromo-2-chloro-benzoic acid (0.64 g, 2.7 mmol) and DMF (50 μl) were added to dichloromethane (9 ml). Oxalyl chloride (0.47 ml, 5.4 mmol) was then added to the mixture and the resultant solution stirred at room temperature for 2 hours. The reaction was monitored to completion by LC-MS. The reaction was concentrated in vacuo to afford crude 4-bromo-2-chloro-benzoyl chloride. RXN SMILES: [Br:1][C:2]1[CH:10]=[CH:9][C:5]([C:6](O)=[O:7])=[C:4]([Cl:11])[CH:3]=1.CN(C=O)C.C(Cl)(=O)C([Cl:20])=O>ClCCl>[Br:1][C:2]1[CH:10]=[CH:9][C:5]([C:6]([Cl:20])=[O:7])=[C:4]([Cl:11])[CH:3]=1. Starting materials: resultant solution, BrC1=CC(=C(C(=O)O)C=C1)Cl (4-Bromo-2-chloro-benzoic acid), CN(C)C=O (DMF), C(C(=O)Cl)(=O)Cl (Oxalyl chloride). Run in ClCCl (dichloromethane). The reactants are OC(CN1C=NC=C1)COCC1=CC=C(C=C1)OC (1-[2-hydroxy-3-[(4-metoxyphenyl)methoxy]propyl]-1H-imidazole), [H-].[Na+] (sodium hydride), O1CCCC1 (tetrahydrofuran), COC1=CC=C(CCl)C=C1 (4-methoxybenzyl chloride), O1CCCC1 (tetrahydrofuran), CCCCC (pentane), O1CCCC1 (tetrahydrofuran). Conditions: time 1 hour. Product: COC1=CC=C(C=C1)COC1NC=CN1CCCOCC1=CC=C(C=C1)OC (2-[(4-methoxyphenyl)methoxy]-3-[(4-methoxyphenyl)methoxylpropyl]-1H-imidazole). As a reaction SMILES: O[CH:2]([CH2:9][O:10][CH2:11][C:12]1[CH:17]=[CH:16][C:15]([O:18][CH3:19])=[CH:14][CH:13]=1)[CH2:3][N:4]1[CH:8]=[CH:7][N:6]=[CH:5]1.[H-].[Na+].CCCCC.[CH3:27][O:28][C:29]1[CH:36]=[CH:35][C:32]([CH2:33]Cl)=[CH:31][CH:30]=1.[O:37]1CCCC1>>[CH3:27][O:28][C:29]1[CH:36]=[CH:35][C:32]([CH2:33][O:37][CH:5]2[N:4]([CH2:3][CH2:2][CH2:9][O:10][CH2:11][C:12]3[CH:17]=[CH:16][C:15]([O:18][CH3:19])=[CH:14][CH:13]=3)[CH:8]=[CH:7][NH:6]2)=[CH:31][CH:30]=1 |f:1.2|. Procedure details: A solution of 1-[2-hydroxy-3-[(4-metoxyphenyl)methoxy]propyl]-1H-imidazole (206 g, 0.79M) in dry tetrahydrofuran (3700 ml) was added dropwise to a stirred slurry of sodium hydride (38 g of a 60% dispersion in oil, 0.95M; prewashed with pentane) in dry tetrahydrofuran (200 ml) at below 5° C. and under a gentle stream of dry nitrogen. The resulting mixture was stirred at room temperature for 1 hour and 4-methoxybenzyl chloride (123.2 g, 0.79M) in dry tetrahydrofuran (100 ml) was added. The resulti... Reactants: C=CC(C)=C.C=CC=C (isoprene butadiene), C(C1=CC=CC=C1)(=O)OC1=CC=CC=C1 (phenyl benzoate). Run in C(C)(C)O (isopropanol). Reaction conditions: temperature 50 celsius. The product is C=CC(C)=C.C=CC=C.C=CC(C)=C (Isoprene Butadiene Isoprene). As a reaction SMILES: [CH2:1]=[CH:2][C:3](=[CH2:5])[CH3:4].[CH2:6]=[CH:7][CH:8]=[CH2:9].[C:10](OC1C=CC=CC=1)(=O)[C:11]1[CH:16]=CC=[CH:13][CH:12]=1>C(O)(C)C>[CH2:1]=[CH:2][C:3](=[CH2:4])[CH3:5].[CH2:6]=[CH:7][CH:8]=[CH2:9].[CH2:13]=[CH:12][C:11](=[CH2:10])[CH3:16] |f:0.1,4.5.6|. Procedure: Two hundred milliliters (ml) of purified dried cyclohexane (99.5% available from Phillips Petroleum Co.) were introduced under nitrogen atmosphere into a two quart glass bowled stirred pressure reactor. The reactor was equipped with an air driven stirrer, a pressure gauge, a thermometer well, a heat exchange coil, a top surface inlet valve, a dip tube feeder with valve, a syringe injection port containing a viton rubber gasket and a blow-out disk (200 psi). Three milliliters (ml) of a 0.01M solu... Reactants: NC=1C=CC2=C(SC(=C2C(=O)C2=CC=C(C=C2)OCCN2CCCCC2)C2=CC=C(C=C2)O)C1 ([6-Amino-2-(4-hydroxy-phenyl)-benzo[b]thiophen-3-yl]-[4-(2-piperidin-1-yl -ethoxy)-phenyl]-methanone), C(=O)OC(C)=O (acetic formic anhydride), C(=O)O (Formic acid), C(C)(=O)OC(C)=O (acetic anhydride). Solvent: C1CCOC1 (THF), C1CCOC1 (THF). Conditions: time 2 hour. Product: [NH4+].[OH-] (NH4OH), OC1=CC=C(C=C1)C1=C(C2=C(S1)C=C(C=C2)NC=O)C(C2=CC=C(C=C2)OCCN2CCCCC2)=O (N-{2-(4-Hydroxy-phenyl)-3-[4-(2-piperidin-1-yl-ethoxy)-benzoyl]-benzo[b]-thiophen-6-yl}-formamide). Isolated yield 8.2%. Reaction SMILES: C(O)=[O:2].[C:4](OC(=O)C)(=[O:6])C.[NH2:11][C:12]1[CH:13]=[CH:14][C:15]2[C:19]([C:20]([C:22]3[CH:27]=[CH:26][C:25]([O:28][CH2:29][CH2:30][N:31]4[CH2:36][CH2:35][CH2:34][CH2:33][CH2:32]4)=[CH:24][CH:23]=3)=[O:21])=[C:18]([C:37]3[CH:42]=[CH:41][C:40]([OH:43])=[CH:39][CH:38]=3)[S:17][C:16]=2[CH:44]=1.C(OC(=O)C)=O>C1COCC1>[NH4+:11].[OH-:2].[OH:43][C:40]1[CH:39]=[CH:38][C:37]([C:18]2[S:17][C:16]3[CH:44]=[C:12]([NH:11][CH:4]=[O:6])[CH:13]=[CH:14][C:15]=3[C:19]=2[C:20](=[O:21])[C:22]2[CH:23]=[CH:24][C:25]([O:28][CH2:29][CH2:30][N:31]3[CH2:36][CH2:35][CH2:34][CH2:33][CH2:32]3)=[CH:26][CH:27]=2)=[CH:42][CH:41]=1 |f:5.6|. Reported procedure: Formic acid (0.18 mL, 4.57 mmol) was added dropwise to a flask containing acetic anhydride (0.36 mL, 3.84 mmol) at 0° C. The mixture was then heated for 2 hrs. at 50° C. At this time the mixture was cooled to room temperature and 0.29 mL of THF was added. In a separate flask the product from Step 1, Example 13 (150 mg, 3.17 mmol) was suspended in 1.2 mL of THF and cooled to −20° C. To this suspension was added the acetic formic anhydride solution (0.088 mL). The reaction was stirred for 2 hrs. t... The reactants are BrC1=CC2=C(N=C(O2)C2=CC=CC=C2)C=C1 (6-bromo-2-phenyl-benzoxazole), CON(C(CC)=O)C (N-methoxy-N-methyl-propionamide). Yields the product C1(=CC=CC=C1)C=1OC2=C(N1)C=CC(=C2)C(CC)=O (1-(2-phenyl-benzoxazol-6-yl)-propan-1-one). Reaction SMILES: Br[C:2]1[CH:16]=[CH:15][C:5]2[N:6]=[C:7]([C:9]3[CH:14]=[CH:13][CH:12]=[CH:11][CH:10]=3)[O:8][C:4]=2[CH:3]=1.CON(C)[C:20](=[O:23])[CH2:21][CH3:22]>>[C:9]1([C:7]2[O:8][C:4]3[CH:3]=[C:2]([C:20](=[O:23])[CH2:21][CH3:22])[CH:16]=[CH:15][C:5]=3[N:6]=2)[CH:14]=[CH:13][CH:12]=[CH:11][CH:10]=1. Procedure: The preparation is carried out analogously to Example 29a from 6-bromo-2-phenyl-benzoxazole and N-methoxy-N-methyl-propionamide. Starting materials: C(C)(C)(C)OC(=O)[C@@H]1[C@H](C1)[C@](C(F)(F)C(=O)OCC)(N[S@](=O)C(C)(C)C)C ((1S,2S)-2-[(R)-2-ethoxycarbonyl-2,2-difluoro-1-methyl-1-((R)-2-methyl-propane-2-sulfinylamino)-ethyl]-cyclopropanecarboxylic acid tert-butylester), [BH4-].[Li+] (lithium borohydride). Yields the product C(C)(C)(C)OC(=O)[C@@H]1[C@H](C1)[C@](C(CO)(F)F)(N[S@](=O)C(C)(C)C)C ((1S,2S)-2-[(R)-2,2-difluoro-3-hydroxy-1-methyl-1-((R)-2-methyl-propane-2-sulfinylamino)-propyl]-cyclopropanecarboxylic acid tert-butyl ester). The yield is 80.0%. As a reaction SMILES: [C:1]([O:5][C:6]([C@H:8]1[CH2:10][C@@H:9]1[C@@:11]([CH3:27])([NH:20][S@@:21]([C:23]([CH3:26])([CH3:25])[CH3:24])=[O:22])[C:12]([C:15](OCC)=[O:16])([F:14])[F:13])=[O:7])([CH3:4])([CH3:3])[CH3:2].[BH4-].[Li+]>>[C:1]([O:5][C:6]([C@H:8]1[CH2:10][C@@H:9]1[C@@:11]([CH3:27])([NH:20][S@@:21]([C:23]([CH3:26])([CH3:25])[CH3:24])=[O:22])[C:12]([F:13])([F:14])[CH2:15][OH:16])=[O:7])([CH3:4])([CH3:2])[CH3:3] |f:1.2|. Reported procedure: Starting from (1S,2S)-2-[(R)-2-ethoxycarbonyl-2,2-difluoro-1-methyl-1-((R)-2-methyl-propane-2-sulfinylamino)-ethyl]-cyclopropanecarboxylic acid tert-butylester (intermediate J3.3) the reduction with lithium borohydride yielded the (1S,2S)-2-[(R)-2,2-difluoro-3-hydroxy-1-methyl-1-((R)-2-methyl-propane-2-sulfinylamino)-propyl]-cyclopropanecarboxylic acid tert-butyl ester (80% yield) as a white solid. MS (ISP): m/z=370.2 [M+H]+. The reactants are C1(=CC=CC=C1O)C (o-cresol), IC1=CC=CC=C1 (iodobenzene), IC1=C(C=CC=C1)C (2-iodotoluene), C(C)#N (acetonitrile). Solvent: CN(C)C=O (DMF). Yields the product C=1(C(=CC=CC1)OC1=C(C=CC=C1)C)C (bis(o-tolyl) Ether). RXN SMILES: [C:1]1([CH3:8])[C:6]([OH:7])=[CH:5][CH:4]=[CH:3][CH:2]=1.IC1C=CC=CC=1.I[C:17]1[CH:22]=[CH:21][CH:20]=[CH:19][C:18]=1[CH3:23].C(#N)C>CN(C=O)C>[C:1]1([CH3:8])[C:6]([O:7][C:17]2[CH:22]=[CH:21][CH:20]=[CH:19][C:18]=2[CH3:23])=[CH:5][CH:4]=[CH:3][CH:2]=1. Reported procedure: Example 3.1 was repeated, replacing the phenol with 206 μl of o-cresol (2 mmoles) and the iodobenzene with 383 μl of 2-iodotoluene (3 mmoles), the acetonitrile with DMF, and with the nucleophile and the arylation agent being added at the same time as the solvent. Reactants: BrC=1C=C(C=CC1O)CCC(=O)OC (methyl 3-(3-bromo-4-hydroxyphenyl)propionate), C([O-])([O-])=O.[Cs+].[Cs+] (cesium carbonate), IC1=CC=CC=C1 (iodobenzene), C(C(C)(C)C)(=O)CC(C(C)(C)C)=O (dipivaloylmethane). Reagents/catalysts: [Cu]Cl (copper(I) chloride). Run in CN1C(CCC1)=O (N-methylpyrrolidone), COC(C)(C)C (t-butyl methyl ether). Conditions: temperature 120 celsius, time 16 hour. The product is BrC=1C=C(C=CC1OC1=CC=CC=C1)CCC(=O)OC (methyl 3-(3-bromo-4-phenoxyphenyl)propionate). As a reaction SMILES: [Br:1][C:2]1[CH:3]=[C:4]([CH2:9][CH2:10][C:11]([O:13][CH3:14])=[O:12])[CH:5]=[CH:6][C:7]=1[OH:8].C(=O)([O-])[O-].[Cs+].[Cs+].I[C:22]1[CH:27]=[CH:26][CH:25]=[CH:24][CH:23]=1.C(CC(=O)C(C)(C)C)(=O)C(C)(C)C>CN1CCCC1=O.[Cu]Cl.COC(C)(C)C>[Br:1][C:2]1[CH:3]=[C:4]([CH2:9][CH2:10][C:11]([O:13][CH3:14])=[O:12])[CH:5]=[CH:6][C:7]=1[O:8][C:22]1[CH:27]=[CH:26][CH:25]=[CH:24][CH:23]=1 |f:1.2.3|. Reported procedure: A solution of Intermediate 5 (3.08 g) in anhydrous N-methylpyrrolidone (9.5 ml, WAKO) was successively added with cesium carbonate (3.58 g, WAKO), iodobenzene (1.4 ml, TCI), dipivaloylmethane (0.12 ml, TCI) and copper(I) chloride (275 mg, WAKO), and stirred 120° C. for 16 hours under argon gas atmosphere. The reaction mixture was added with t-butyl methyl ether (25 ml), and insoluble solids were removed by filtration. The filtrate was washed successively with 2 N aqueous hydrochloric acid and sa... Reactants: C(C)OC(CCCCOC1=CC=C(C=C1)C1=C(C2=C(S1)C=CC=C2)CC2=CC=C(C=C2)OCCN2CCCC2)=O (5-[4-[3-[4-[2-(1-Pyrrolidinyl)ethoxy]benzyl]benzo[b]thiophen-2-yl]phenoxy]pentanoic acid ethyl ester), O (water), C1CCOC1 (THF), [H-].[H-].[H-].[H-].[Li+].[Al+3] (LAH), resultant mixture. The reagents and catalysts are O (water), [OH-].[Na+] (NaOH), O (water). Run at time 45 minute. Product: C(C(=O)O)(=O)O.N1(CCCC1)CCOC1=CC=C(CC=2C3=C(SC2C2=CC=C(OCCCCCO)C=C2)C=CC=C3)C=C1 (5-[4-[3-[4-[2-(1-Pyrrolidinyl)ethoxy]benzyl]benzo[b]thiophen-2-yl]phenoxy]pentanol Oxalate). As a reaction SMILES: C([O:3][C:4](=[O:40])[CH2:5][CH2:6][CH2:7][CH2:8][O:9][C:10]1[CH:15]=[CH:14][C:13]([C:16]2[S:20][C:19]3[CH:21]=[CH:22][CH:23]=[CH:24][C:18]=3[C:17]=2[CH2:25][C:26]2[CH:31]=[CH:30][C:29]([O:32][CH2:33][CH2:34][N:35]3[CH2:39][CH2:38][CH2:37][CH2:36]3)=[CH:28][CH:27]=2)=[CH:12][CH:11]=1)C.[H-].[H-].[H-].[H-].[Li+].[Al+3].[OH2:47].C1C[O:51]CC1>O.[OH-].[Na+]>[C:4]([OH:3])(=[O:40])[C:5]([OH:51])=[O:47].[N:35]1([CH2:34][CH2:33][O:32][C:29]2[CH:28]=[CH:27][C:26]([CH2:25][C:17]3[C:18]4[CH:24]=[CH:23][CH:22]=[CH:21][C:19]=4[S:20][C:16]=3[C:13]3[CH:14]=[CH:15][C:10]([O:9][CH2:8][CH2:7][CH2:6][CH2:5][CH2:4][OH:3])=[CH:11][CH:12]=3)=[CH:31][CH:30]=2)[CH2:36][CH2:37][CH2:38][CH2:39]1 |f:1.2.3.4.5.6,10.11,12.13|. Procedure details: 5-[4-[3-[4-[2-(1-Pyrrolidinyl)ethoxy]benzyl]benzo[b]thiophen-2-yl]phenoxy]pentanoic acid ethyl ester prepared in part A (78 mg; 0.14 mmol) was dissolved in 3 mL of anhydrous THF under an argon atmosphere, then LAH (10 mg; 0.29 mmol) was added. The resultant mixture was stirred at room temperature for 3 h. To the reaction was added 1 drop of water, 1 drop of 5 M NaOH, and 3 drops of water. The mixture was stirred at room temperature for 45 min, then water (25 mL) was added. Extraction was carried... The reactants are C12C3CC(C2C=CC1)C(=O)OC3=O (bicyclo[3.3.0]oct-6-ene-2,4-dicarboxylic anhydride), NCCCCN1CCN(CC1)C1=NC(=CN=C1)Cl (1-(4-aminobutyl)-4-(6-chloro-2-pyrazinyl)piperazine), hemihydrate. The product is ClC1=CN=CC(=N1)N1CCN(CC1)CCCCN1C(C2C3C(C(C1=O)C2)C=CC3)=O (5,5a,8,8a-Tetrahydro-3-[4-[4-(6-chloro-2-pyrazinyl)-1-piperazinyl]butyl]-1,5-methanocyclopent[d]azepine-2,4(1H,3H)-dione), hydrochloride salt. Reaction SMILES: [CH:1]12[CH2:8][CH:7]=[CH:6][CH:5]1[CH:4]1[C:9]([O:11][C:12](=[O:13])[CH:2]2[CH2:3]1)=O.[NH2:14][CH2:15][CH2:16][CH2:17][CH2:18][N:19]1[CH2:24][CH2:23][N:22]([C:25]2[CH:30]=[N:29][CH:28]=[C:27]([Cl:31])[N:26]=2)[CH2:21][CH2:20]1>>[Cl:31][C:27]1[N:26]=[C:25]([N:22]2[CH2:21][CH2:20][N:19]([CH2:18][CH2:17][CH2:16][CH2:15][N:14]3[C:9](=[O:11])[CH:4]4[CH2:3][CH:2]([CH:1]5[CH2:8][CH:7]=[CH:6][CH:5]54)[C:12]3=[O:13])[CH2:24][CH2:23]2)[CH:30]=[N:29][CH:28]=1. Procedure details: The title compound was prepared from 2.1 g (12 mmoles) of bicyclo[3.3.0]oct-6-ene-2,4-dicarboxylic anhydride and 3.2 g (12 mmoles) of 1-(4-aminobutyl)-4-(6-chloro-2-pyrazinyl)piperazine following the procedure in Example 4. 620 mg of the hydrochloride salt was isolated as the hemihydrate, m.p. 222°-224° C., after two recrystallizations from isopropanol.